This data is from the Open Reaction Database (ORD), a public repository of structured organic reaction records. The task is: describe an organic reaction: reactants, conditions, products, and yield The reactants are Cc1c(I)sc(I)c1Br, CN(C)C=O, CCOCC, [Li]CCCC. The product is Cc1c(I)sc(C=O)c1Br. As a reaction SMILES: [Br:1][c:2]1[c:3]([I:9])[s:4][c:5]([I:8])[c:6]1[CH3:7].[CH3:15][N:16]([CH:17]=[O:18])[CH3:19].[CH3:20][CH2:21][O:22][CH2:23][CH3:24].[Li:10][CH2:11][CH2:12][CH2:13][CH3:14]>>[Br:1][c:2]1[c:3]([CH:17]=[O:18])[s:4][c:5]([I:8])[c:6]1[CH3:7]. Starting materials: C(C)OC(C(CF)(CF)OCC(C)(NS(=O)(=O)C1=C(C=CC=C1)[N+](=O)[O-])C1=CC(=NC=C1F)Br)=O (2-[2-(2-bromo-5-fluoro-pyridin-4-yl)-2-(2-nitro-benzenesulfonylamino)-propoxy]-3-fluoro-2-fluoromethyl-propionic acid ethyl ester), N (NH3), N.CO (NH3 MeOH). Solvent: CO (MeOH). Run at time 16 hour. Yields the product BrC1=NC=C(C(=C1)C(COC(C(=O)N)(CF)CF)(C)NS(=O)(=O)C1=C(C=CC=C1)[N+](=O)[O-])F (2-[2-(2-Bromo-5-fluoro-pyridin-4-yl)-2-(2-nitro-benzenesulfonylamino)-propoxy]-3-fluoro-2-fluoromethyl-propionamide). RXN SMILES: C(O[C:4](=[O:35])[C:5]([O:10][CH2:11][C:12]([C:27]1[C:32]([F:33])=[CH:31][N:30]=[C:29]([Br:34])[CH:28]=1)([NH:14][S:15]([C:18]1[CH:23]=[CH:22][CH:21]=[CH:20][C:19]=1[N+:24]([O-:26])=[O:25])(=[O:17])=[O:16])[CH3:13])([CH2:8][F:9])[CH2:6][F:7])C.[NH3:36].N.CO>CO>[Br:34][C:29]1[CH:28]=[C:27]([C:12]([NH:14][S:15]([C:18]2[CH:23]=[CH:22][CH:21]=[CH:20][C:19]=2[N+:24]([O-:26])=[O:25])(=[O:16])=[O:17])([CH3:13])[CH2:11][O:10][C:5]([CH2:6][F:7])([CH2:8][F:9])[C:4]([NH2:36])=[O:35])[C:32]([F:33])=[CH:31][N:30]=1 |f:2.3|. Procedure: A solution of 2-[2-(2-bromo-5-fluoro-pyridin-4-yl)-2-(2-nitro-benzenesulfonylamino)-propoxy]-3-fluoro-2-fluoromethyl-propionic acid ethyl ester (970 mg, 1.660 mmol) and 7M NH3 in MeOH (10 ml) was stirred in a in a sealed glass vial at 55° C. for 20 h. Another 3 ml of 7N NH3/MeOH were added and stirring was continued for 16 h at 55° C. The reaction mixture was concentrated and yielded the title compound as a yellow solid that was used in the next step without further purification.